The task is: describe an organic reaction: reactants, conditions, products, and yield. This data is from the Open Reaction Database (ORD), a public repository of structured organic reaction records. The reactants are Br.CC1(C=2C=CC(=CC2C(CC1)(C)C)C=1N=C(SC1)C1CNCCC1)C (3-[4-(5,5,8,8-tetramethyl-5,6,7,8-tetrahydronaphthalen-2-yl)thiazol-2-yl]piperidine hydrobromide), C(C)(=O)OCCCCBr (4-bromobutyl acetate), [OH-].[Na+] (NaOH). Solvent: CO (methanol). The product is CC1(C=2C=CC(=CC2C(CC1)(C)C)C=1N=C(SC1)C1CN(CCC1)CCCCO)C (4-{3-[4-(5,5,8,8-Tetramethyl-5,6,7,8-tetrahydronaphthalen-2-yl)thiazol-2-yl]piperidin-1-yl}butan-1-ol). As a reaction SMILES: Br.[CH3:2][C:3]1([CH3:26])[CH2:12][CH2:11][C:10]([CH3:14])([CH3:13])[C:9]2[CH:8]=[C:7]([C:15]3[N:16]=[C:17]([CH:20]4[CH2:25][CH2:24][CH2:23][NH:22][CH2:21]4)[S:18][CH:19]=3)[CH:6]=[CH:5][C:4]1=2.C([O:30][CH2:31][CH2:32][CH2:33][CH2:34]Br)(=O)C.[OH-].[Na+]>CO>[CH3:2][C:3]1([CH3:26])[CH2:12][CH2:11][C:10]([CH3:13])([CH3:14])[C:9]2[CH:8]=[C:7]([C:15]3[N:16]=[C:17]([CH:20]4[CH2:25][CH2:24][CH2:23][N:22]([CH2:34][CH2:33][CH2:32][CH2:31][OH:30])[CH2:21]4)[S:18][CH:19]=3)[CH:6]=[CH:5][C:4]1=2 |f:0.1,3.4|. Procedure: The preparation is carried out starting from 3-[4-(5,5,8,8-tetramethyl-5,6,7,8-tetrahydronaphthalen-2-yl)thiazol-2-yl]piperidine hydrobromide and 4-bromobutyl acetate. The protecting group is cleaved off as described by means of a 1N NaOH solution in methanol. The product was purified by means of preparative HPLC and converted into the hydrochloride by treatment with methanolic HCl. The reactants are O=C([O-])[O-], CS(=O)(=O)OCCCCOS(C)(=O)=O, CC(C)=O, [K+], [K+]. Product: CCCCOS(C)(=O)=O. Reaction SMILES: [C:15](=[O:16])([O-:17])[O-:18].[CH3:1][S:2](=[O:3])(=[O:4])[O:5][CH2:6][CH2:7][CH2:8][CH2:9][O:10][S:11](=[O:12])(=[O:13])[CH3:14].[CH3:21][C:22](=[O:23])[CH3:24].[K+:19].[K+:20]>>[CH3:1][S:2](=[O:3])(=[O:4])[O:5][CH2:6][CH2:7][CH2:8][CH3:9].